Dataset: the Open Reaction Database (ORD), a public repository of structured organic reaction records. Task: describe an organic reaction: reactants, conditions, products, and yield Reactants: COCC(C)N1CC=2N(CC1)N=C(C2)[N+](=O)[O-] (5-(1-Methoxypropan-2-yl)-2-nitro-4,5,6,7-tetrahydropyrazolo[1,5-a]pyrazine), [H][H] (hydrogen). The reagents and catalysts are [Pd] (Pd/C). Run in CCO (EtOH). Reaction conditions: time 2 hour. Product: COCC(C)N1CC=2N(CC1)N=C(C2)N (5-(1-Methoxypropan-2-yl)-4,5,6,7-tetrahydropyrazolo[1,5-a]pyrazin-2-amine). Isolated yield 88.8%. Reaction SMILES: [CH3:1][O:2][CH2:3][CH:4]([N:6]1[CH2:11][CH2:10][N:9]2[N:12]=[C:13]([N+:15]([O-])=O)[CH:14]=[C:8]2[CH2:7]1)[CH3:5].[H][H]>CCO.[Pd]>[CH3:1][O:2][CH2:3][CH:4]([N:6]1[CH2:11][CH2:10][N:9]2[N:12]=[C:13]([NH2:15])[CH:14]=[C:8]2[CH2:7]1)[CH3:5]. Procedure details: A solution of 300a (600 mg, 2.5 mmol) in EtOH (40 mL) was added Pd/C (10%, 60 mg). The reaction mixture was charged with hydrogen gas (via balloon) and stirred at room temperature for 2 h. After reaction was complete, the mixture was filtered through a plug of CELITE®. The filtrate was concentrated reduced pressure to afford 300b as a yellow solid (467 mg, 89%), which was used without further purification. MS-ESI: [M+H]+ 211.1 Reactants: CCN=C=NCCCN(C)C, COc1ccccc1NC(=O)Nc1cccc(-n2c(=O)c(CCC(=O)O)nc3cccnc32)c1, O=C1CCC(=O)N1O. Yields the product COc1ccccc1NC(=O)Nc1cccc(-n2c(=O)c(CCC(=O)ON3C(=O)CCC3=O)nc3cccnc32)c1. Reaction SMILES: [CH2:43]([N:44]=[C:45]=[N:46][CH2:47][CH2:48][CH2:49][N:50]([CH3:51])[CH3:52])[CH3:53].[CH3:1][O:2][c:3]1[c:4]([NH:9][C:10]([NH:11][c:12]2[cH:13][c:14](-[n:18]3[c:19]4[c:20]([n:21][c:22]([CH2:25][CH2:26][C:27](=[O:28])[OH:29])[c:23]3=[O:24])[cH:30][cH:31][cH:32][n:33]4)[cH:15][cH:16][cH:17]2)=[O:34])[cH:5][cH:6][cH:7][cH:8]1.[OH:35][N:36]1[C:37](=[O:42])[CH2:38][CH2:39][C:40]1=[O:41]>>[CH3:1][O:2][c:3]1[c:4]([NH:9][C:10]([NH:11][c:12]2[cH:13][c:14](-[n:18]3[c:19]4[c:20]([n:21][c:22]([CH2:25][CH2:26][C:27](=[O:28])[O:29][N:36]5[C:37](=[O:42])[CH2:38][CH2:39][C:40]5=[O:41])[c:23]3=[O:24])[cH:30][cH:31][cH:32][n:33]4)[cH:15][cH:16][cH:17]2)=[O:34])[cH:5][cH:6][cH:7][cH:8]1.